Dataset: the Open Reaction Database (ORD), a public repository of structured organic reaction records. Task: describe an organic reaction: reactants, conditions, products, and yield Product: Cl.C(C)(C)N(C(C)C)CC1CC=2N(C3=CC=CC=C3C2C=2C(NC(C2C2=CN(C3=CC=CC=C23)C)=O)=O)CC1 (3-[6,7,8,9-tetrahydro-8-[(diisopropylamino)methyl]pyrido[1,2-a]indol-10-yl]-4-(1-methyl-3-indolyl)-1H-pyrrole-2,5-dione hydrochloride). Reaction SMILES: C(O[CH2:5][CH:6]1[CH2:35][CH2:34][N:9]2[C:10]3[C:15]([C:16]([C:17]4[C:18](=O)[O:19][C:20](=[O:32])[C:21]=4[C:22]4[C:30]5[C:25](=[CH:26][CH:27]=[CH:28][CH:29]=5)[N:24]([CH3:31])[CH:23]=4)=[C:8]2[CH2:7]1)=[CH:14][CH:13]=[CH:12][CH:11]=3)(=O)C.[N:36]1C(C)=CC(C)=CC=1C.FC(F)(F)S(OS(C(F)(F)F)(=O)=O)(=O)=O.[CH:60]([NH:63][CH:64]([CH3:66])[CH3:65])([CH3:62])[CH3:61].[ClH:67]>ClCCl.C(OCC)(=O)C>[ClH:67].[CH:60]([N:63]([CH2:5][CH:6]1[CH2:35][CH2:34][N:9]2[C:10]3[C:15]([C:16]([C:17]4[C:18](=[O:19])[NH:36][C:20](=[O:32])[C:21]=4[C:22]4[C:30]5[C:25](=[CH:26][CH:27]=[CH:28][CH:29]=5)[N:24]([CH3:31])[CH:23]=4)=[C:8]2[CH2:7]1)=[CH:14][CH:13]=[CH:12][CH:11]=3)[CH:64]([CH3:66])[CH3:65])([CH3:62])[CH3:61] |f:7.8|. Run in C(C)(=O)OCC (ethyl acetate), ClCCl (dichloromethane), ClCCl (dichloromethane), C(C)(=O)OCC (ethyl acetate). Procedure details: A solution of 0.8 g of the product of Example 1 and 0.44 g of 2,4,6-collidine in 30 ml of dichloromethane was added to a solution of 0.9 g of trifluoromethanesulfonic anhydride in 10 ml of dichloromethane at 0° C. After 1.5 hour, the mixture was treated with 3.64 g of diisopropylamine and stirred for 16 hours. The mixture was washed with water and then with saturated aqueous sodium bicarbonate solution, dried and concentrated. The solid obtained was dissolved in ethyl acetate and treated wish a ... Conditions: time 1.5 hour. Reactants: C(C)(=O)OCC1CC=2N(C3=CC=CC=C3C2C=2C(OC(C2C2=CN(C3=CC=CC=C23)C)=O)=O)CC1 (3-[8-(acetoxymethyl)-6,7,8,9-tetrahydropyrido[1,2-a]indol-10-yl]-4-(1-methyl-3-indolyl)furan-2,5-dione), N1=C(C=C(C=C1C)C)C (2,4,6-collidine), FC(S(=O)(=O)OS(=O)(=O)C(F)(F)F)(F)F (trifluoromethanesulfonic anhydride), C(C)(C)NC(C)C (diisopropylamine), Cl (hydrogen chloride). Reactants: O1CCOCC1 (1,4-dioxane), O (water), BrC1=CC=C2C=C(N=CC2=C1)NC(=O)C1CC1 (N-(7-bromoisoquinolin-3-yl)cyclopropanecarboxamide), CC(=CB1OC(C)(C)C(C)(C)O1)C (2-methyl-1-propenylboronic acid pinacol ester), C([O-])([O-])=O.[K+].[K+] (potassium carbonate). The reagents and catalysts are CC(C)(C)P(C1=CC=C(C=C1)N(C)C)C(C)(C)C.CC(C)(C)P(C1=CC=C(C=C1)N(C)C)C(C)(C)C.Cl[Pd]Cl (bis(di-tert-butyl(4-dimethylaminophenyl)phosphine)dichloropalladium(II)). The solvent is C(C)(=O)OCC (ethyl acetate). Run at temperature 90 celsius, time 3 hour. Product: CC(=CC1=CC=C2C=C(N=CC2=C1)NC(=O)C1CC1)C (N-(7-(2-methylprop-1-enyl)isoquinolin-3-yl)cyclopropanecarboxamide). As a reaction SMILES: Br[C:2]1[CH:11]=[C:10]2[C:5]([CH:6]=[C:7]([NH:12][C:13]([CH:15]3[CH2:17][CH2:16]3)=[O:14])[N:8]=[CH:9]2)=[CH:4][CH:3]=1.[CH3:18][C:19]([CH3:30])=[CH:20]B1OC(C)(C)C(C)(C)O1.C(=O)([O-])[O-].[K+].[K+].O1CCOCC1.O>CC(P(C(C)(C)C)C1C=CC(N(C)C)=CC=1)(C)C.CC(P(C(C)(C)C)C1C=CC(N(C)C)=CC=1)(C)C.Cl[Pd]Cl.C(OCC)(=O)C>[CH3:20][C:19]([CH3:30])=[CH:18][C:2]1[CH:11]=[C:10]2[C:5]([CH:6]=[C:7]([NH:12][C:13]([CH:15]3[CH2:17][CH2:16]3)=[O:14])[N:8]=[CH:9]2)=[CH:4][CH:3]=1 |f:2.3.4,7.8.9|. Reported procedure: To a mixture of N-(7-bromoisoquinolin-3-yl)cyclopropanecarboxamide (121.6 mg, 0.4177 mmol, 2-methyl-1-propenylboronic acid pinacol ester (129 uL, 0.629 mmol), bis(di-tert-butyl(4-dimethylaminophenyl)phosphine)dichloropalladium(II) (15.9 mg, 0.0224 mmol), and potassium carbonate (150.5 mg, 1.089 mmol) was added 1,4-dioxane (2 mL, 20 mmol) and water (0.2 mL, 10 mmol). The reaction mixture was stirred at 90° C. for 3 hours. The reaction mixture was then poured into ethyl acetate, which was washed w...